Dataset: the Open Reaction Database (ORD), a public repository of structured organic reaction records. Task: describe an organic reaction: reactants, conditions, products, and yield Starting materials: C(CCCCCCCCCCCCCCCCC)N (stearyl amine), C(C)(=O)[O-].[Na+] (sodium acetate), N1=CC=CC=C1 (pyridine), ClC1=CC=CC=2C(C3=C(C=CC=C3C(C12)=O)Cl)=O (1, 5-dichloroanthraquinone). Reagents/catalysts: C(C)(=O)[O-].[Cu+2].C(C)(=O)[O-] (copper acetate). Solvent: C1=CC=CC=C1 (benzene). Yields the product C(CCCCCCCCCCCCCCCCC)NC1=CC=CC=2C(C3=C(C=CC=C3C(C12)=O)NCCCCCCCCCCCCCCCCCC)=O (1, 5-di-n-octadecylaminoanthraquinone). RXN SMILES: Cl[C:2]1[C:15]2[C:14](=[O:16])[C:13]3[C:8](=[C:9](Cl)[CH:10]=[CH:11][CH:12]=3)[C:7](=[O:18])[C:6]=2[CH:5]=[CH:4][CH:3]=1.[CH2:19]([NH2:37])[CH2:20][CH2:21][CH2:22][CH2:23][CH2:24][CH2:25][CH2:26][CH2:27][CH2:28][CH2:29][CH2:30][CH2:31][CH2:32][CH2:33][CH2:34][CH2:35][CH3:36].[C:38]([O-])(=O)[CH3:39].[Na+].[N:43]1[CH:48]=[CH:47][CH:46]=[CH:45][CH:44]=1>C1C=CC=CC=1.C([O-])(=O)C.[Cu+2].C([O-])(=O)C>[CH2:19]([NH:37][C:2]1[C:15]2[C:14](=[O:16])[C:13]3[C:8](=[C:9]([NH:43][CH2:48][CH2:47][CH2:46][CH2:45][CH2:44][CH2:10][CH2:9][CH2:8][CH2:7][CH2:6][CH2:5][CH2:4][CH2:3][CH2:2][CH2:15][CH2:14][CH2:38][CH3:39])[CH:10]=[CH:11][CH:12]=3)[C:7](=[O:18])[C:6]=2[CH:5]=[CH:4][CH:3]=1)[CH2:20][CH2:21][CH2:22][CH2:23][CH2:24][CH2:25][CH2:26][CH2:27][CH2:28][CH2:29][CH2:30][CH2:31][CH2:32][CH2:33][CH2:34][CH2:35][CH3:36] |f:2.3,6.7.8|. Procedure: A reactor was charged with 1.4 g of 1, 5-dichloroanthraquinone, 33.6 g. of stearyl amine, 1.3 g of sodium acetate, 0.3 g of copper acetate and 3.2 g of pyridine and the reaction was effected at 80° C. for 15 hours under stirring. The resulting red solid was dissolved in benzene and insoluble matters were removed, followed by distillation of benzene and recystallization from glacial acetic acid. Thus 1, 5-di-n-octadecylaminoanthraquinone was obtained by the reaction of the following formula: ##ST... Reactants: solution, B.CSC (borane methyl sulphide), CO (methanol), C(C)(=O)N[C@H](C(=O)OC)CC1=CC=C(C=C1)NC=O (methyl (2S)-2-ethanamido-3-(4-methanamidophenyl)propanoate), CO (methanol). Solvent: O1CCCC1 (tetrahydrofuran), O1CCCC1 (tetrahydrofuran). Run at temperature 25 celsius, time 1 hour. The product is C(C)(=O)N[C@H](C(=O)OC)CC1=CC=C(C=C1)NC (methyl (2S)-2-ethanamido-3-[4-(N-methylamino)phenyl]propanoate). RXN SMILES: [C:1]([NH:4][C@@H:5]([CH2:10][C:11]1[CH:16]=[CH:15][C:14]([NH:17][CH:18]=O)=[CH:13][CH:12]=1)[C:6]([O:8][CH3:9])=[O:7])(=[O:3])[CH3:2].B.CSC.CO>O1CCCC1>[C:1]([NH:4][C@@H:5]([CH2:10][C:11]1[CH:12]=[CH:13][C:14]([NH:17][CH3:18])=[CH:15][CH:16]=1)[C:6]([O:8][CH3:9])=[O:7])(=[O:3])[CH3:2] |f:1.2|. Procedure: To a solution of 100.0 g of methyl (2S)-2-ethanamido-3-(4-methanamidophenyl)propanoate in 3000 cm3 of tetrahydrofuran at 20° C. with stirring are added, under nitrogen, 378 cm3 of a 2 M solution of borane/methyl sulphide in tetrahydrofuran such that the temperature of the reaction mixture is maintained below 25° C. At the end of the addition, the reaction mixture is kept stirring for 1 hour at 25° C. and 1000 cm3 of methanol are then added dropwise. At the end of the addition of the methanol, th...